Dataset: the Open Reaction Database (ORD), a public repository of structured organic reaction records. Task: describe an organic reaction: reactants, conditions, products, and yield The reactants are C1(=CC=CC=C1)O (phenol), CN(C)C=O (DMF), [OH-].[Na+] (NaOH), C([O-])([O-])=O.[K+].[K+] (potassium carbonate), C(C)OC(CCCOC1=C(C(=CC=C1)CCCCCCBr)CCC(=O)OCC)=O (4-[3-(6-bromo-hexyl)-2-(2-ethoxycarbonyl-ethyl)-phenoxy]-butyric acid ethyl ester), Cl (HCl). Run in CC(=O)C (acetone). Reaction conditions: temperature 75 celsius, time 2 day. Product: O1COC2=C1C=CC(=C2)C=2C=C(C(=O)NC1CCCCC1)C=C(C2)O (3-Benzo[1,3]dioxol-5-yl-N-cyclohexyl-5-hydroxy-benzamide). Reaction SMILES: [C:1]1(O)[CH:6]=[CH:5][CH:4]=[CH:3][CH:2]=1.[C:8](=[O:11])([O-])[O-:9].[K+].[K+].C(OC(=O)CCC[O:21][C:22]1[CH:27]=[CH:26][CH:25]=[C:24]([CH2:28][CH2:29][CH2:30][CH2:31][CH2:32][CH2:33]Br)[C:23]=1CCC(OCC)=O)C.[OH-].[Na+].Cl.C[N:47]([CH:49]=[O:50])C>CC(C)=O>[O:9]1[C:31]2[CH:32]=[CH:33][C:28]([C:24]3[CH:25]=[C:26]([CH:27]=[C:22]([OH:21])[CH:23]=3)[C:49]([NH:47][CH:1]3[CH2:6][CH2:5][CH2:4][CH2:3][CH2:2]3)=[O:50])=[CH:29][C:30]=2[O:11][CH2:8]1 |f:1.2.3,5.6|. Procedure: To a solution of a phenol (0.3 mmol) in a mixture of acetone and DMF (2:1, 2 mL) were added potassium carbonate (10 eq.) and 4-[3-(6-bromo-hexyl)-2-(2-ethoxycarbonyl-ethyl)-phenoxy]-butyric acid ethyl ester (1.1 eq). The resulting mixture was stirred at 75° C. for 2 days. Then the insoluble material was filtered out and the filtrate was diluted with ethyl acetate and washed with water and brine. The organic extract was dried over anhydrous sodium sulfate, concentrated and used for the next step ... Starting materials: C(C1=CC=CC=C1)(C1=CC=CC=C1)=NC=1C=CC(=C(C1)[C@]1(NC(COC(C1)(C)C)=O)C)F ((S)-5-[5-(benzhydrylidene-amino)-2-fluoro-phenyl]-5,7,7-trimethyl-[1,4]oxazepan-3-one), COC1=CC=C(C=C1)P1(SP(S1)(C1=CC=C(C=C1)OC)=S)=S (2,4-bis-(4-methoxy-phenyl)-[1,3,2,4]dithiadiphosphetane 2,4-disulfide). The solvent is O1CCOCC1 (dioxane). Run at temperature 80 celsius, time 2 hour. Product: C(C1=CC=CC=C1)(C1=CC=CC=C1)=NC=1C=CC(=C(C1)[C@]1(NC(COC(C1)(C)C)=S)C)F ((S)-5-[5-(benzhydrylidene-amino)-2-fluoro-phenyl]-5,7,7-trimethyl-[1,4]oxazepane-3-thione). RXN SMILES: [C:1](=[N:14][C:15]1[CH:16]=[CH:17][C:18]([F:32])=[C:19]([C@:21]2([CH3:31])[CH2:27][C:26]([CH3:29])([CH3:28])[O:25][CH2:24][C:23](=O)[NH:22]2)[CH:20]=1)([C:8]1[CH:13]=[CH:12][CH:11]=[CH:10][CH:9]=1)[C:2]1[CH:7]=[CH:6][CH:5]=[CH:4][CH:3]=1.COC1C=CC(P2(=S)SP(=S)(C3C=CC(OC)=CC=3)[S:42]2)=CC=1>O1CCOCC1>[C:1](=[N:14][C:15]1[CH:16]=[CH:17][C:18]([F:32])=[C:19]([C@:21]2([CH3:31])[CH2:27][C:26]([CH3:29])([CH3:28])[O:25][CH2:24][C:23](=[S:42])[NH:22]2)[CH:20]=1)([C:8]1[CH:13]=[CH:12][CH:11]=[CH:10][CH:9]=1)[C:2]1[CH:7]=[CH:6][CH:5]=[CH:4][CH:3]=1. Procedure: To a solution of (S)-5-[5-(benzhydrylidene-amino)-2-fluoro-phenyl]-5,7,7-trimethyl-[1,4]oxazepan-3-one (intermediate A17A) (1.15 g, 2.7 mmol) in dioxane (80 ml) at 23° C. was added 2,4-bis-(4-methoxy-phenyl)-[1,3,2,4]dithiadiphosphetane 2,4-disulfide (Lawesson's reagent) (681 mg, 1.7 mmol) and the mixture was stirred at 80° C. for 2 h to obtain a crude solution of the (S)-5-[5-(benzhydrylidene-amino)-2-fluoro-phenyl]-5,7,7-trimethyl-[1,4]oxazepane-3-thione (intermediate A18A), which was cooled t... Starting materials: CCOC(=O)C (EtOAc), OCCCC1=CC(=C(C=C1)O)I (4-(3-hydroxypropyl)-2-iodophenol), C1(=CC=C(C=C1)S(=O)(=O)OCCCl)C (2-chloroethyl p-toluenesulfonate), C([O-])([O-])=O.[K+].[K+] (potassium carbonate). Solvent: CN(C)C=O (DMF). Reaction conditions: temperature 50 celsius. The product is ClCCOC1=C(C=C(C=C1)CCCO)I (3-[4-(2-chloroethoxy)-3-iodophenyl]propan-1-ol). As a reaction SMILES: [OH:1][CH2:2][CH2:3][CH2:4][C:5]1[CH:10]=[CH:9][C:8]([OH:11])=[C:7]([I:12])[CH:6]=1.C1(C)C=CC(S(O[CH2:23][CH2:24][Cl:25])(=O)=O)=CC=1.C(=O)([O-])[O-].[K+].[K+].CCOC(C)=O>CN(C=O)C>[Cl:25][CH2:24][CH2:23][O:11][C:8]1[CH:9]=[CH:10][C:5]([CH2:4][CH2:3][CH2:2][OH:1])=[CH:6][C:7]=1[I:12] |f:2.3.4|. Procedure: A mixture of 4-(3-hydroxypropyl)-2-iodophenol (Step A) (2.94 g, 10.57 mmol), 2-chloroethyl p-toluenesulfonate (2.88 ml, 15.86 mmol), and potassium carbonate (3.65 g, 26.4 mmol) in DMF (11 ml) was heated at 50° C. under nitrogen overnight. EtOAc was added and the mixture was washed 2 times with water, followed by brine. The organic layer was dried over sodium sulfate, filtered, and the solvent was evaporated under reduced pressure. The residue was purified by flash column chromatography on silica... Starting materials: C1CCNCC1, COC(=O)c1cccc(CNC(=O)OCC2c3ccccc3-c3ccccc32)c1, Cl, CN(C)C=O, O. Yields the product COC(=O)c1cccc(CN)c1. Reaction SMILES: [CH2:1]1[CH2:2][CH2:3][NH:4][CH2:5][CH2:6]1.[CH3:7][O:8][C:9]([c:10]1[cH:11][c:12]([CH2:16][NH:17][C:18]([O:19][CH2:20][CH:21]2[c:22]3[cH:23][cH:24][cH:25][cH:26][c:27]3-[c:28]3[c:29]2[cH:30][cH:31][cH:32][cH:33]3)=[O:34])[cH:13][cH:14][cH:15]1)=[O:35].[ClH:37].[O:38]=[CH:39][N:40]([CH3:41])[CH3:42].[OH2:36]>>[CH3:7][O:8][C:9]([c:10]1[cH:11][c:12]([CH2:16][NH2:17])[cH:13][cH:14][cH:15]1)=[O:35]. Reactants: N (ammonia), CN1C2CNCC1CC2 (8-methyl-3,8-diazabicyclo[3.2.1]octane), ClC1=NC2=CC=C(C=C2C=C1)[N+](=O)[O-] (2-chloro-6-nitroquinoline), C(C)(C)N(CC)C(C)C (diisopropylethylamine). Run in O1CCOCC1 (dioxane). Yields the product CN1C2CN(CC1CC2)C2=NC1=CC=C(C=C1C=C2)[N+](=O)[O-] (2-(8-Methyl-3,8-diaza-bicyclo[3.2.1]oct-3-yl)-6-nitro-quinoline). Reaction SMILES: [CH3:1][N:2]1[CH:7]2[CH2:8][CH2:9][CH:3]1[CH2:4][NH:5][CH2:6]2.Cl[C:11]1[CH:20]=[CH:19][C:18]2[C:13](=[CH:14][CH:15]=[C:16]([N+:21]([O-:23])=[O:22])[CH:17]=2)[N:12]=1.C(N(C(C)C)CC)(C)C.N>O1CCOCC1>[CH3:1][N:2]1[CH:7]2[CH2:8][CH2:9][CH:3]1[CH2:4][N:5]([C:11]1[CH:20]=[CH:19][C:18]3[C:13](=[CH:14][CH:15]=[C:16]([N+:21]([O-:23])=[O:22])[CH:17]=3)[N:12]=1)[CH2:6]2. Procedure: A mixture of 8-methyl-3,8-diazabicyclo[3.2.1]octane (3.8 g, 30 mmol), 2-chloro-6-nitroquinoline (6.2 g, 30 mmol), diisopropylethylamine (10.5 ml, 60 mmol) and dioxane (100 ml) was stirred at reflux for 15 h. Aqueous ammonia (50 ml, 1 M) was added followed by extraction with dichloromethane (3×50 ml). Chromatography on silica gel with methanol:dichloromethane:aqueous ammonia (1:9:1%) as solvent gave the title compound as a solid. Yield 3.1 g (35%). Mp 152.1-154.5° C.